This data is from the Open Reaction Database (ORD), a public repository of structured organic reaction records. The task is: describe an organic reaction: reactants, conditions, products, and yield The reactants are COC(=O)C=1SC(=C(C1)C1=CC=C(C=C1)SC)C1=CC=C(C=C1)F (5-(4-fluorophenyl)-4-(4-(methylthio)phenyl)-thiophene-2-carboxylic acid methyl ester), C1=CC(=CC(=C1)Cl)C(=O)OO (m-CPBA), CCOC(=O)C (EtOAc). Run in CCCCCC (hexane), C(Cl)Cl (CH2Cl2). Product: COC(=O)C=1SC(=C(C1)C1=CC=C(C=C1)S(=O)C)C1=CC=C(C=C1)F (5-(4-Fluorophenyl)-4-(4-(methylsulfinyl)phenyl)thiophene-2-carboxylic acid methyl ester). The yield is 85.5%. Reaction SMILES: [CH3:1][O:2][C:3]([C:5]1[S:6][C:7]([C:18]2[CH:23]=[CH:22][C:21]([F:24])=[CH:20][CH:19]=2)=[C:8]([C:10]2[CH:15]=[CH:14][C:13]([S:16][CH3:17])=[CH:12][CH:11]=2)[CH:9]=1)=[O:4].C1C=C(Cl)C=C(C(OO)=[O:33])C=1.CCOC(C)=O>C(Cl)Cl.CCCCCC>[CH3:1][O:2][C:3]([C:5]1[S:6][C:7]([C:18]2[CH:19]=[CH:20][C:21]([F:24])=[CH:22][CH:23]=2)=[C:8]([C:10]2[CH:11]=[CH:12][C:13]([S:16]([CH3:17])=[O:33])=[CH:14][CH:15]=2)[CH:9]=1)=[O:4]. Procedure: To a solution of 5-(4-fluorophenyl)-4-(4-(methylthio)phenyl)-thiophene-2-carboxylic acid methyl ester (5.60 g) in CH2Cl2 (84.0 mL) at 0° C. was added portionwise m-CPBA 50 to 60% (5.39 g). After TLC showed completion (50% EtOAc in hexane), the reaction mixture was extracted with saturated NaHCO3, dried over Na2SO4, filtered and evaporated to dryness to provide the title compound as a white foam (5.00 g). Reaction SMILES: C([O:3][C:4](=O)[C:5]([CH3:18])=[CH:6][C:7]1[CH:12]=[C:11]([O:13][CH3:14])[C:10]([O:15][CH3:16])=[CH:9][C:8]=1[NH2:17])C>C(O)C>[CH3:14][O:13][C:11]1[CH:12]=[C:7]2[C:8](=[CH:9][C:10]=1[O:15][CH3:16])[NH:17][C:4](=[O:3])[C:5]([CH3:18])=[CH:6]2. Product: COC=1C=C2C=C(C(NC2=CC1OC)=O)C (6,7-dimethoxy-3-methyl-carbostyril). Reactants: C(C)OC(C(=CC1=C(C=C(C(=C1)OC)OC)N)C)=O (3-(2-amino-4,5-dimethoxyphenyl)-2-methyl-2-propenoic acid ethyl ester). Procedure details: Into 30 ml of ethyl alcohol, 0.5 g of 3-(2-amino-4,5-dimethoxyphenyl)-2-methyl-2-propenoic acid ethyl ester was dissolved. This solution was irradiated with ultraviolet rays at 365 nm for about 20 hours, and the precipitated crystal was filtered out. This crystal was recrystallized from ethanol, whereby 0.38 g of the aimed compound was obtained (yield: 92%). Isolated yield 92.0%. The solvent is C(C)O (ethyl alcohol). Starting materials: Cl (hydrochloric acid), [OH-].[Na+] (sodium hydroxide), CC1(CCC(CC1)=O)C(=O)OC (methyl 1-methyl-4-oxo-1-cyclohexanecarboxylate), resultant solution. Solvent: CO (methanol). Product: CC1(CCC(CC1)=O)C(=O)O (1-methyl-4-oxo-1-cyclohexanecarboxyic acid). Isolated yield 89.4%. Reaction SMILES: [OH-].[Na+].[CH3:3][C:4]1([C:11]([O:13]C)=[O:12])[CH2:9][CH2:8][C:7](=[O:10])[CH2:6][CH2:5]1.Cl>CO>[CH3:3][C:4]1([C:11]([OH:13])=[O:12])[CH2:5][CH2:6][C:7](=[O:10])[CH2:8][CH2:9]1 |f:0.1|. Procedure: 50 ml of a 3N aqueous sodium hydroxide solution was added to a solution of 5 g of methyl 1-methyl-4-oxo-1-cyclohexanecarboxylate, which is disclosed in a literature [T. Sohda, K. Meguro, and Y. Kawamatsu, Chem. Pharm. Bull., 32, 2267-2278 (1984)], in 150 ml of methanol. The resultant solution was reacted for 2 hours, while it was refluxed. After reaction, 2N hydrochloric acid was added to the solution, acidifying the solution. The solution was extracted five times with 50 ml of ethyl acetate. Th... Reactants: C(C)(C)(C)[SiH2]OC(C1=CC(=NC=C1)Cl)(C1=CC=CC=C1)C1=CC=CC=C1 (4-(tert-butyl-diphenyl-silanyloxymethyl)-2-chloro-pyridine), C1(=CC=CC=C1)P(C1=CC=CC=C1)C1=CC=CC=C1 (triphenylphosphine), C(=O)(O)[O-].[Na+] (NaHCO3), C(C)NCC (Diethylamine), C#CC (propyne). The reagents and catalysts are [Cl-].[Cl-].C1(=CC=CC=C1)P(C1=CC=CC=C1)C1=CC=CC=C1.C1(=CC=CC=C1)P(C1=CC=CC=C1)C1=CC=CC=C1.[Pd+2] (palladium(II)-bis(triphenylphosphine)-dichloride), [Cu]I (copper(I) iodide). Solvent: CN(C=O)C (N,N-dimethylformamide). Reaction conditions: temperature 120 celsius. Product: C(C)(C)(C)[SiH2]OC(C1=CC(=NC=C1)C#CC)(C1=CC=CC=C1)C1=CC=CC=C1 (4-(tert-Butyl-diphenyl-silanyloxymethyl)-2-prop-1-ynyl-pyridine). Isolated yield 104.4%. RXN SMILES: [C:1]([SiH2:5][O:6][C:7]([C:21]1[CH:26]=[CH:25][CH:24]=[CH:23][CH:22]=1)([C:15]1[CH:20]=[CH:19][CH:18]=[CH:17][CH:16]=1)[C:8]1[CH:13]=[CH:12][N:11]=[C:10](Cl)[CH:9]=1)([CH3:4])([CH3:3])[CH3:2].[C:27]1(P(C2C=CC=CC=2)C2C=CC=CC=2)[CH:32]=CC=C[CH:28]=1.C(NCC)C.C#CC.C([O-])(O)=O.[Na+]>[Cl-].[Cl-].C1(P(C2C=CC=CC=2)C2C=CC=CC=2)C=CC=CC=1.C1(P(C2C=CC=CC=2)C2C=CC=CC=2)C=CC=CC=1.[Pd+2].[Cu]I.CN(C)C=O>[C:1]([SiH2:5][O:6][C:7]([C:21]1[CH:26]=[CH:25][CH:24]=[CH:23][CH:22]=1)([C:15]1[CH:20]=[CH:19][CH:18]=[CH:17][CH:16]=1)[C:8]1[CH:13]=[CH:12][N:11]=[C:10]([C:28]#[C:27][CH3:32])[CH:9]=1)([CH3:4])([CH3:3])[CH3:2] |f:4.5,6.7.8.9.10|. Procedure details: A reaction tube is charged under an atmosphere of argon with 4-(tert-butyl-diphenyl-silanyloxymethyl)-2-chloro-pyridine (9.47 g, 24.79 mmol), palladium(II)-bis(triphenylphosphine)-dichloride (1.78 g, 2.49 mmol, 0.1 equiv), copper(I) iodide (477 mg, 2.49 mmol, 0.1 equiv), and triphenylphosphine (3.94 g, 14.9 mmol, 0.6 equiv). The tube is degassed by alternating three times between vacuum and argon. Diethylamine (39 ml) and N,N-dimethylformamide (2.0 ml), and propyne (50% in THF, 10.1 g, 247 mmol,... Starting materials: aqueous solution, [OH-].[Li+] (lithium hydroxide), CN(C)C1=CC=C(OCC(=O)OCC)C=C1 (ethyl 4-(N,N-dimethylamino)phenoxyacetate). Run in CO (methanol). Reaction conditions: time 1 hour. Product: CN(C)C1=CC=C(OCC(=O)[O-])C=C1.[Li+] (lithium 4-(N,N-dimethylamino)phenoxyacetate). Reaction SMILES: [OH-].[Li+:2].[CH3:3][N:4]([C:6]1[CH:18]=[CH:17][C:9]([O:10][CH2:11][C:12]([O:14]CC)=[O:13])=[CH:8][CH:7]=1)[CH3:5]>CO>[CH3:5][N:4]([C:6]1[CH:18]=[CH:17][C:9]([O:10][CH2:11][C:12]([O-:14])=[O:13])=[CH:8][CH:7]=1)[CH3:3].[Li+:2] |f:0.1,4.5|. Reported procedure: 0.15 ml of a 1N aqueous solution of lithium hydroxide was added to a solution of 30 mg (0.13 mmol) of ethyl 4-(N,N-dimethylamino)phenoxyacetate (prepared as described in Preparation 18) in 1 ml of methanol, and the mixture was stirred at room temperature for 1 hour. At the end of this time, the solvent was removed by distillation under reduced pressure, the resulting residue was mixed with benzene and the mixture was dehydrated by azeotropic distillation. This operation was repeated a further ti... Reactants: C(C)(=O)OC(C)=O (Acetic anhydride), C(C)OC(C1=CC(=CC(=C1)OC)C1=CC2=CN=C3C(=C2N(C1=N)CC)C=CN3)=O (3-(9-ethyl-8-imino-8,9-dihydro-3H-3,4,9-triaza-cyclopenta[a]naphthalen-7-yl)-5-methoxy-benzoic acid ethyl ester). Conditions: temperature 120 celsius. The product is C(C)N1C(C(=CC2=CN=C3C(=C12)C=CN3)C=3C=C(C(=O)O)C=C(C3)OC)=O (3-(9-Ethyl-8-oxo-8,9-dihydro-3H-3,4,9-triaza-cyclopenta[a]naphthalen-7-yl)-5-methoxy-benzoic acid). Reaction SMILES: C(OC(=O)C)(=[O:3])C.C([O:10][C:11](=[O:36])[C:12]1[CH:17]=[C:16]([O:18][CH3:19])[CH:15]=[C:14]([C:20]2[C:29](=N)[N:28]([CH2:31][CH3:32])[C:27]3[C:22](=[CH:23][N:24]=[C:25]4[NH:35][CH:34]=[CH:33][C:26]4=3)[CH:21]=2)[CH:13]=1)C>>[CH2:31]([N:28]1[C:27]2[C:22](=[CH:23][N:24]=[C:25]3[NH:35][CH:34]=[CH:33][C:26]3=2)[CH:21]=[C:20]([C:14]2[CH:13]=[C:12]([CH:17]=[C:16]([O:18][CH3:19])[CH:15]=2)[C:11]([OH:10])=[O:36])[C:29]1=[O:3])[CH3:32]. Procedure: Acetic anhydride (0.123 mL, 1.3 mmol) is added to (3-(9-ethyl-8-imino-8,9-dihydro-3H-3,4,9-triaza-cyclopenta[a]naphthalen-7-yl)-5-methoxy-benzoic acid ethyl ester (100 mg, 0.26 mmol) in sealed tube and heated at 120° C. for 2.5 hr. The acetic anhydride is evaporated and 6N HCl (3 mL) is added and the mixture is again heated at 105° C. for 1 hr. The reaction mixture is brought to room temperature and poured in ice cold water. The acid is crystallized out and filtered. It is washed with water and ... The product is C(C)OC(CC1=CC=C(C=C1)N(C(=O)C=1C(=CC=CC1)C1=CC=C(C=C1)C(F)(F)F)C)=O ({4-[Methyl-(4′-trifluoromethylbiphenyl-2-carbonyl)amino]phenyl}acetic acid ethyl ester). Isolated yield 27.3%. Procedure details: Sodium hydride (51 mg) was dissolved in dimethylformamide (5 mL), and the solution was cooled to 0° C. To the solution was added the 4-[(4′-trifluoromethylbiphenyl-2-carbonyl)amino]phenylacetic acid ethyl ester (500 mg) obtained in Example 1e), and the mixture was stirred for one hour. After addition of iodomethane (183 mg), the mixture was stirred at room temperature for 3 hours and water was then added. The reaction solution was concentrated, diluted with ethyl acetate, and washed with water. ... Conditions: temperature 0 celsius, time 1 hour. Reaction SMILES: [H-].[Na+].[CH2:3]([O:5][C:6](=[O:33])[CH2:7][C:8]1[CH:13]=[CH:12][C:11]([NH:14][C:15]([C:17]2[C:18]([C:23]3[CH:28]=[CH:27][C:26]([C:29]([F:32])([F:31])[F:30])=[CH:25][CH:24]=3)=[CH:19][CH:20]=[CH:21][CH:22]=2)=[O:16])=[CH:10][CH:9]=1)[CH3:4].I[CH3:35].O>CN(C)C=O>[CH2:3]([O:5][C:6](=[O:33])[CH2:7][C:8]1[CH:9]=[CH:10][C:11]([N:14]([CH3:35])[C:15]([C:17]2[C:18]([C:23]3[CH:24]=[CH:25][C:26]([C:29]([F:31])([F:32])[F:30])=[CH:27][CH:28]=3)=[CH:19][CH:20]=[CH:21][CH:22]=2)=[O:16])=[CH:12][CH:13]=1)[CH3:4] |f:0.1|. Solvent: CN(C=O)C (dimethylformamide). Starting materials: O (water), [H-].[Na+] (Sodium hydride), IC (iodomethane), C(C)OC(CC1=CC=C(C=C1)NC(=O)C=1C(=CC=CC1)C1=CC=C(C=C1)C(F)(F)F)=O (4-[(4′-trifluoromethylbiphenyl-2-carbonyl)amino]phenylacetic acid ethyl ester). The reactants are C(C)(=O)OC(C)=O (acetic anhydride), C1(CCC2=CC=CC=C12)=NO (1-Indanone oxime), N1C=NC=C1 (imidazole), C(C)(=O)OC(C)=O (acetic anhydride), C([O-])([O-])=O.[Na+].[Na+] (sodium carbonate). The reagents and catalysts are C(C)(=O)[O-].C(C)(=O)[O-].C(C)(=O)[O-].[Ti+3] (Titanium triacetate). The solvent is C(C)#N (acetonitrile). Run at time 1 hour. Product: C(C)(=O)NC1=CCC2=CC=CC=C12 (N-Acetyl-3-amino-1H-indene). Isolated yield 61.3%. RXN SMILES: [C:1]1(=[N:10]O)[C:9]2[C:4](=[CH:5][CH:6]=[CH:7][CH:8]=2)[CH2:3][CH2:2]1.N1C=CN=C1.[C:17](OC(=O)C)(=[O:19])[CH3:18].C(=O)([O-])[O-].[Na+].[Na+]>C(#N)C.C([O-])(=O)C.C([O-])(=O)C.C([O-])(=O)C.[Ti+3]>[C:17]([NH:10][C:1]1[C:9]2[C:4](=[CH:5][CH:6]=[CH:7][CH:8]=2)[CH2:3][CH:2]=1)(=[O:19])[CH3:18] |f:3.4.5,7.8.9.10|. Procedure details: 1-Indanone oxime (2.33 g, 0.016 moles) and imidazole (78 mg) in acetonitrile (45 ml) cooled in ice, were treated with acetic anhydride (11 ml, 0.12 moles) and the mixture thus stirred for one hour. Titanium triacetate (17 g) was added, followed by more acetic anhydride (11 ml, 0.12 moles). The mixture was brought to reflux under nitrogen. After 2 hours the mixture was allowed to cool, poured into 1M sodium carbonate (250 ml) and stirred for 15 minutes. Three-fold extraction with ethyl acetate, d... Reactants: C(#N)C1=NC=CC(=C1)C#N (2,4-Dicyanopyridine), FC(S(=O)(=O)[O-])(F)F.[Yb+3].FC(S(=O)(=O)[O-])(F)F.FC(S(=O)(=O)[O-])(F)F (ytterbium trifluoromethanesulfonate), FC1=CC=C(C=C1)C([C@H](C)N)(N)C=1C=NC(=CC1)F ((2S)-1-(4-fluorophenyl)-1-(6-fluoro-3-pyridyl)-1,2-propanediamine). Solvent: C1(=CC=CC=C1)C (toluene), C(C)(=O)OCC (ethyl acetate). Conditions: temperature 100 celsius, time 5 hour. Yields the product C(#N)C1=CC(=NC=C1)C=1N[C@H](C(N1)(C=1C=NC(=CC1)F)C1=CC=C(C=C1)F)C ((5S)-2-(4-cyano-2-pyridyl)-4-(4-fluorophenyl)-4-(6-fluoro-3-pyridyl)-5-methyl-2-imidazoline). The yield is 78.4%. As a reaction SMILES: [C:1]([C:3]1[CH:8]=[C:7]([C:9]#[N:10])[CH:6]=[CH:5][N:4]=1)#[N:2].FC(F)(F)S([O-])(=O)=O.[Yb+3].FC(F)(F)S([O-])(=O)=O.FC(F)(F)S([O-])(=O)=O.[F:36][C:37]1[CH:42]=[CH:41][C:40]([C:43]([C:48]2[CH:49]=[N:50][C:51]([F:54])=[CH:52][CH:53]=2)(N)[C@@H:44]([NH2:46])[CH3:45])=[CH:39][CH:38]=1>C1(C)C=CC=CC=1.C(OCC)(=O)C>[C:9]([C:7]1[CH:6]=[CH:5][N:4]=[C:3]([C:1]2[NH:46][C@@H:44]([CH3:45])[C:43]([C:40]3[CH:41]=[CH:42][C:37]([F:36])=[CH:38][CH:39]=3)([C:48]3[CH:49]=[N:50][C:51]([F:54])=[CH:52][CH:53]=3)[N:2]=2)[CH:8]=1)#[N:10] |f:1.2.3.4|. Reported procedure: 2,4-Dicyanopyridine (46.5 mg) and ytterbium trifluoromethanesulfonate (24 mg) were added to a solution of the optical active (2S)-1-(4-fluorophenyl)-1-(6-fluoro-3-pyridyl)-1,2-propanediamine (100 mg) described in Reference Example 5-1 in toluene (0.25 mL), and the mixture was stirred at 100° C. for 5 hours. The reaction mixture was diluted with ethyl acetate, washed with saturated sodium hydrogen carbonate aqueous solution, water and saturated sodium chloride aqueous solution in this order, and ...